From a dataset of the Open Reaction Database (ORD), a public repository of structured organic reaction records. describe an organic reaction: reactants, conditions, products, and yield Starting materials: C(C)(C)(C)O[C@H](C(=O)OCC)C=1C(=NC=2N(C1N1CCC(CC1)(C)OCCCC[C@@H](C)O)N=C(C2)C=CCC2=C(C=C(C=C2)F)O)C ((S)-ethyl 2-(tert-butoxy)-2-(2-(3-(4-fluoro-2-hydroxyphenyl)prop-1-en-1-yl)-7-(4-(((R)-5-hydroxyhexyl)oxy)-4-methylpiperidin-1-yl)-5-methylpyrazolo[1,5-a]pyrimidin-6-yl)acetate), C1=CC=C(C=C1)P(C2=CC=CC=C2)C3=CC=CC=C3 (Ph3P), CCOC(=O)/N=N/C(=O)OCC (DEAD). Run in C1CCOC1 (THF). Run at time 3 hour. Yields the product C(C)(C)(C)O[C@H](C(=O)O)C1=C2N3CCC(OCCCC[C@@H](OC=4C=C(C=CC4CC=CC4=NN2C(N=C1C)=C4)F)C)(CC3)C ((2S)-2-(tert-Butoxy)-2-[(20S)-16-fluoro-4,20,26-trimethyl-19,25-dioxa-1,5,7,8-tetraazapentacyclo[24.2.2.16,9.02,7.013,18]hentriaconta-2,4,6(31),8,10,13(18),14,16-octaen-3-yl]acetic acid). Reaction SMILES: [C:1]([O:5][C@@H:6]([C:12]1[C:13]([CH3:47])=[N:14][C:15]2[N:16]([N:33]=[C:34]([CH:36]=[CH:37][CH2:38][C:39]3[CH:44]=[CH:43][C:42]([F:45])=[CH:41][C:40]=3O)[CH:35]=2)[C:17]=1[N:18]1[CH2:23][CH2:22][C:21]([O:25][CH2:26][CH2:27][CH2:28][CH2:29][C@H:30]([OH:32])[CH3:31])([CH3:24])[CH2:20][CH2:19]1)[C:7]([O:9]CC)=[O:8])([CH3:4])([CH3:3])[CH3:2].C1C=CC(P(C2C=CC=CC=2)C2C=CC=CC=2)=CC=1.CCOC(/N=N/C(OCC)=O)=O>C1COCC1>[C:1]([O:5][C@@H:6]([C:12]1[C:13]([CH3:47])=[N:14][C:15]2=[CH:35][C:34]3=[N:33][N:16]2[C:17]=1[N:18]1[CH2:23][CH2:22][C:21]([CH3:24])([O:25][CH2:26][CH2:27][CH2:28][CH2:29][C@H:30]([CH3:31])[O:32][C:44]2[CH:43]=[C:42]([F:45])[CH:41]=[CH:40][C:39]=2[CH2:38][CH:37]=[CH:36]3)[CH2:20][CH2:19]1)[C:7]([OH:9])=[O:8])([CH3:3])([CH3:4])[CH3:2]. Reported procedure: To a solution of (S)-ethyl 2-(tert-butoxy)-2-(2-(3-(4-fluoro-2-hydroxyphenyl)prop-1-en-1-yl)-7-(4-(((R)-5-hydroxyhexyl)oxy)-4-methylpiperidin-1-yl)-5-methylpyrazolo[1,5-a]pyrimidin-6-yl)acetate (240 mg, 0.367 mmol) in THF (50 mL) at 0° C. was added Ph3P (144 mg, 0.550 mmol) followed by DEAD (0.087 mL, 0.550 mmol) and the resulting mixture was stirred at room temp for 3 h. At this point LCMS indicated completion of reaction and desired product as mixture of four isomers. Water (25 mL) was then ad... Reactants: O=C([O-])[O-], CC#N, CNCCCN1CCN(c2ccccc2C2CC2)CC1, NC(=O)c1ccnc(Cl)n1, [K+], [K+]. Yields the product CN(CCCN1CCN(c2ccccc2C2CC2)CC1)c1nccc(C(N)=O)n1. RXN SMILES: [C:31](=[O:32])([O-:33])[O-:34].[CH3:37][C:38]#[N:39].[CH:1]1([c:4]2[c:5]([N:10]3[CH2:11][CH2:12][N:13]([CH2:16][CH2:17][CH2:18][NH:19][CH3:20])[CH2:14][CH2:15]3)[cH:6][cH:7][cH:8][cH:9]2)[CH2:2][CH2:3]1.[Cl:21][c:22]1[n:23][cH:24][cH:25][c:26]([C:28](=[O:29])[NH2:30])[n:27]1.[K+:35].[K+:36]>>[CH:1]1([c:4]2[c:5]([N:10]3[CH2:11][CH2:12][N:13]([CH2:16][CH2:17][CH2:18][N:19]([CH3:20])[c:22]4[n:23][cH:24][cH:25][c:26]([C:28](=[O:29])[NH2:30])[n:27]4)[CH2:14][CH2:15]3)[cH:6][cH:7][cH:8][cH:9]2)[CH2:2][CH2:3]1. Starting materials: Cc1cc2c(s1)Nc1ccccc1N=C2N1CCN(C)CC1, CCOC(C)=O, O=C(O)c1ccccc1. The product is Cc1cc2c(s1)Nc1ccccc1N=C2N1CCN(C)CC1, O=C([O-])c1ccccc1. Reaction SMILES: [CH3:1][N:2]1[CH2:3][CH2:4][N:5]([C:8]2=[N:9][c:10]3[cH:11][cH:12][cH:13][cH:14][c:15]3[NH:16][c:17]3[s:18][c:19]([CH3:20])[cH:21][c:22]32)[CH2:6][CH2:7]1.[CH3:32][CH2:33][O:34][C:35](=[O:36])[CH3:37].[OH:23][C:24](=[O:25])[c:26]1[cH:27][cH:28][cH:29][cH:30][cH:31]1>>[CH3:1][N:2]1[CH2:3][CH2:4][N:5]([C:8]2=[N:9][c:10]3[cH:11][cH:12][cH:13][cH:14][c:15]3[NH:16][c:17]3[s:18][c:19]([CH3:20])[cH:21][c:22]32)[CH2:6][CH2:7]1.[O:23]=[C:24]([O-:25])[c:26]1[cH:27][cH:28][cH:29][cH:30][cH:31]1. Starting materials: ClC1=C(C(=O)C2C(CCCC2=O)=O)C=CC(=C1)S(=O)(=O)C (2-(2-Chloro-4-methanesulfonylbenzoyl)-cyclohexane-1,3-dione), BrBr (Bromine). The solvent is C(Cl)Cl (methylene chloride), C(Cl)Cl (methylene chloride). Run at time 2 hour. Product: BrC1C(C(C(CC1)=O)C(C1=C(C=C(C=C1)S(=O)(=O)C)Cl)=O)=O (4-Bromo-2-(2-chloro-4-methanesulfonylbenzoyl)cyclohexane-1,3-dione). Yield: 115.8%. As a reaction SMILES: [Cl:1][C:2]1[CH:17]=[C:16]([S:18]([CH3:21])(=[O:20])=[O:19])[CH:15]=[CH:14][C:3]=1[C:4]([CH:6]1[C:11](=[O:12])[CH2:10][CH2:9][CH2:8][C:7]1=[O:13])=[O:5].[Br:22]Br>C(Cl)Cl>[Br:22][CH:8]1[CH2:9][CH2:10][C:11](=[O:12])[CH:6]([C:4](=[O:5])[C:3]2[CH:14]=[CH:15][C:16]([S:18]([CH3:21])(=[O:20])=[O:19])=[CH:17][C:2]=2[Cl:1])[C:7]1=[O:13]. Procedure details: 2-(2-Chloro-4-methanesulfonylbenzoyl)-cyclohexane-1,3-dione (6.6 g, 0.02 mole) was dissolved in 50 ml of methylene chloride. Bromine (2.9 g, 0.018 mole) dissolved in 50 ml of methylene chloride was added dropwise over a period of 75 minutes to the above solution which was cooled with a dry ice-isopropanol bath. Upon completion of the addition, the reaction mixture was stirred an additional 2 hours at room temperature. The reaction mixture was then concentrated under vacuum to afford 8.5 g of the... Conditions: temperature 60 celsius, time 1 hour. Procedure: A twice hexane washed suspension of 15.0 g (312 mmol) sodium hydride (50% in mineral oil) in 600 ml of dry dimethyl sulfoxide was heated under nitrogen at 60° C. for 1.5 hour, cooled to 15° C., and treated portionwise over 15 min with 60 g (140 mmol) of 3-carboxypropyl triphenylphosphonium bromide. The bright red solution was stirred at room temperature for 1 hour, then treated with 9.6 ml (93 mmol) of cyclohexanone in 100 ml of dry tetrahydrofuran, stirred 1 hour at room temperature, 2 hours at... Run in O1CCCC1 (tetrahydrofuran), C(C)(=O)OCC (ethyl acetate), CS(=O)C (dimethyl sulfoxide). Yields the product C1(CCCCC1)=CCCC(=O)OC (4-Cyclohexylidene butanoic acid, methyl ester). RXN SMILES: [H-].[Na+].[Br-].[C:4]([CH2:7][CH2:8][CH2:9][P+](C1C=CC=CC=1)(C1C=CC=CC=1)C1C=CC=CC=1)([OH:6])=[O:5].[C:29]1(=O)[CH2:34][CH2:33][CH2:32][CH2:31][CH2:30]1.[CH:36](N(C(C)C)CC)(C)C.CI>CS(C)=O.O1CCCC1.C(OCC)(=O)C>[C:29]1(=[CH:9][CH2:8][CH2:7][C:4]([O:6][CH3:36])=[O:5])[CH2:34][CH2:33][CH2:32][CH2:31][CH2:30]1 |f:0.1,2.3|. Starting materials: C1(CCCCC1)=O (cyclohexanone), [H-].[Na+] (sodium hydride), [Br-].C(=O)(O)CCC[P+](C1=CC=CC=C1)(C1=CC=CC=C1)C1=CC=CC=C1 (3-carboxypropyl triphenylphosphonium bromide), C(C)(C)N(CC)C(C)C (diisopropylethylamine), CI (methyliodide). Yield: 67.4%. The reactants are CCCCCCSCC(NC(C)C(=O)N1CCCC1C(=O)O)C(=O)OCC, CCO, [Na+], [OH-]. Yields the product CCCCCCSCC(NC(C)C(=O)N1CCCC1C(=O)O)C(=O)O. As a reaction SMILES: [CH2:3]([CH3:4])[O:5][C:6](=[O:7])[CH:8]([CH2:9][S:10][CH2:11][CH2:12][CH2:13][CH2:14][CH2:15][CH3:16])[NH:17][CH:18]([CH3:19])[C:20](=[O:21])[N:22]1[CH:23]([C:24](=[O:25])[OH:26])[CH2:27][CH2:28][CH2:29]1.[CH3:30][CH2:31][OH:32].[Na+:2].[OH-:1]>>[O:5]=[C:6]([OH:7])[CH:8]([CH2:9][S:10][CH2:11][CH2:12][CH2:13][CH2:14][CH2:15][CH3:16])[NH:17][CH:18]([CH3:19])[C:20](=[O:21])[N:22]1[CH:23]([C:24](=[O:25])[OH:26])[CH2:27][CH2:28][CH2:29]1. Starting materials: COC(=O)C=1C=C2C(=CNC2=CC1)CCCCN1CCC(CC1)C1=CNC2=CC=C(C=C12)C(=O)OC (methyl 3-[1-(4-(5-methoxycarbonylindol-3-yl)butyl)-4-piperidyl]indole-5-carboxylate). Solvent: [OH-].[K+] (KOH). The product is C(=O)(O)C=1C=C2C(=CNC2=CC1)CCCCN1CCC(CC1)C1=CNC2=CC=C(C=C12)C(=O)O (3-[1-(4-(5-carboxyindol-3-yl)butyl)-4-piperidyl]-indole-5-carboxylic acid). Reaction SMILES: C[O:2][C:3]([C:5]1[CH:6]=[C:7]2[C:11](=[CH:12][CH:13]=1)[NH:10][CH:9]=[C:8]2[CH2:14][CH2:15][CH2:16][CH2:17][N:18]1[CH2:23][CH2:22][CH:21]([C:24]2[C:32]3[C:27](=[CH:28][CH:29]=[C:30]([C:33]([O:35]C)=[O:34])[CH:31]=3)[NH:26][CH:25]=2)[CH2:20][CH2:19]1)=[O:4]>[OH-].[K+]>[C:3]([C:5]1[CH:6]=[C:7]2[C:11](=[CH:12][CH:13]=1)[NH:10][CH:9]=[C:8]2[CH2:14][CH2:15][CH2:16][CH2:17][N:18]1[CH2:19][CH2:20][CH:21]([C:24]2[C:32]3[C:27](=[CH:28][CH:29]=[C:30]([C:33]([OH:35])=[O:34])[CH:31]=3)[NH:26][CH:25]=2)[CH2:22][CH2:23]1)([OH:4])=[O:2] |f:1.2|. Reported procedure: 0.8 g of methyl 3-[1-(4-(5-methoxycarbonylindol-3-yl)butyl)-4-piperidyl]indole-5-carboxylate [obtainable according to Example 1] is boiled for 0.5 h with 100 ml of 2N ethanolic KOH, worked up in a conventional manner and 3-[1-(4-(5-carboxyindol-3-yl)butyl)-4-piperidyl]-indole-5-carboxylic acid is obtained.